From a dataset of the Open Reaction Database (ORD), a public repository of structured organic reaction records. describe an organic reaction: reactants, conditions, products, and yield Reactants: ClC1=C(C(=O)NC2=CC=CC3=C2OC(=C3CO)C)C(=CC=C1)Cl (7-(2,6-dichlorobenzoylamino)-3-hydroxymethyl-2-methylbenzo[b]furan), C(C)(=O)OC(C)=O (acetic anhydride), N1=CC=CC=C1 (pyridine). As a reaction SMILES: [Cl:1][C:2]1[CH:22]=[CH:21][CH:20]=[C:19]([Cl:23])[C:3]=1[C:4]([NH:6][C:7]1[C:12]2[O:13][C:14]([CH3:18])=[C:15]([CH2:16][OH:17])[C:11]=2[CH:10]=[CH:9][CH:8]=1)=[O:5].[C:24](OC(=O)C)(=[O:26])[CH3:25].N1C=CC=CC=1>ClCCl>[C:24]([O:17][CH2:16][C:15]1[C:11]2[CH:10]=[CH:9][CH:8]=[C:7]([NH:6][C:4](=[O:5])[C:3]3[C:19]([Cl:23])=[CH:20][CH:21]=[CH:22][C:2]=3[Cl:1])[C:12]=2[O:13][C:14]=1[CH3:18])(=[O:26])[CH3:25]. Product: C(C)(=O)OCC=1C2=C(OC1C)C(=CC=C2)NC(C2=C(C=CC=C2Cl)Cl)=O (3-acetoxymethyl-7-(2,6-dichlorobenzoylamino)-2-methylbenzo[b]furan). Solvent: ClCCl (dichloromethane). Isolated yield 83.5%. Reported procedure: A mixture of 7-(2,6-dichlorobenzoylamino)-3-hydroxymethyl-2-methylbenzo[b]furan (123 mg), acetic anhydride (43 mg) and pyridine (48 mg) in dichloromethane (5 ml) was refluxed for 2 hours. The reaction mixture was washed with 1N-hydrochloric acid, brine and aqueous saturated sodium bicarbonate, dried over sodium sulfate and evaporated in vacuo. The residue was crystallized from diethyl ether to give 3-acetoxymethyl-7-(2,6-dichlorobenzoylamino)-2-methylbenzo[b]furan (115 mg). RXN SMILES: [O:1]1[C:5]2[CH:6]=[CH:7][C:8]([C:10]3([C:13]([NH:15][C:16]4[CH:21]=[CH:20][C:19]([CH:22]([OH:31])[C:23]5[CH:28]=[CH:27][CH:26]=[CH:25][C:24]=5[O:29][CH3:30])=[CH:18][N:17]=4)=[O:14])[CH2:12][CH2:11]3)=[CH:9][C:4]=2[O:3][CH2:2]1.O[CH2:33][CH2:34][CH2:35]OC1C(C2C=CC=CN=2)(C(N)=O)C1(C1C=CC=CC=1OC)C>C(O)CC>[O:1]1[C:5]2[CH:6]=[CH:7][C:8]([C:10]3([C:13]([NH:15][C:16]4[CH:21]=[CH:20][C:19]([CH:22]([C:23]5[CH:28]=[CH:27][CH:26]=[CH:25][C:24]=5[O:29][CH3:30])[O:31][CH2:33][CH2:34][CH3:35])=[CH:18][N:17]=4)=[O:14])[CH2:12][CH2:11]3)=[CH:9][C:4]=2[O:3][CH2:2]1. Yields the product O1COC2=C1C=CC(=C2)C2(CC2)C(=O)NC2=NC=C(C=C2)C(OCCC)C2=C(C=CC=C2)OC (1-(Benzo[d][1,3]dioxol-5-yl)-N-(5-((2-methoxyphenyl)(propoxy)methyl)pyridin-2-yl)cyclopropanecarboxamide). Procedure: 1-(Benzo[d][1,3]dioxol-5-yl)-N-(5-((2-methoxyphenyl)(propoxy)methyl)pyridin-2-yl)cyclopropanecarboxamide was prepared from 1-(benzo[d][1,3]dioxol-5-yl)-N-(5-(hydroxy(2-methoxyphenyl)methyl)pyridin-2-yl)cyclopropanecarboxamide and propan-1-ol in a manner analogous to that of 1-(benzo[d][1,3]dioxol-5-yl)-N-(5-((3-hydroxypropoxy)(2-methoxyphenyl)methyl(pyridin-2-yl)cyclopropanecarboxamide. Reactants: O1COC2=C1C=CC(=C2)C2(CC2)C(=O)NC2=NC=C(C=C2)C(C2=C(C=CC=C2)OC)O (1-(benzo[d][1,3]dioxol-5-yl)-N-(5-(hydroxy(2-methoxyphenyl)methyl)pyridin-2-yl)cyclopropanecarboxamide), OCCCOC1C(C1(C(=O)N)C1=NC=CC=C1)(C)C1=C(C=CC=C1)OC ((3-hydroxypropoxy)(2-methoxyphenyl)methyl(pyridin-2-yl)cyclopropanecarboxamide). The solvent is C(CC)O (propan-1-ol).